This data is from the Open Reaction Database (ORD), a public repository of structured organic reaction records. The task is: describe an organic reaction: reactants, conditions, products, and yield The reactants are Cl.NCCCC(=O)NC1=C(C(=O)OC)C=C(C=C1)Cl (methyl 2-[(4-aminobutanoyl)amino]-5-chlorobenzoate hydrochloride), O1C=C(C=C1)C=1C=C(C(=O)O)C=CC1 (3-(furan-3-yl)benzoic acid), Cl.C(C)N=C=NCCCN(C)C (1-ethyl-3-(3-dimethylaminopropyl)carbodiimide hydrochloride), ON1N=NC2=C1C=CC=C2 (1-hydroxybenzotriazole). Solvent: CN(C(C)=O)C (N,N-dimethylacetamide), C(C)(=O)OCC (ethyl acetate). Yields the product ClC=1C=CC(=C(C(=O)OC)C1)NC(CCCNC(=O)C1=CC(=CC=C1)C1=COC=C1)=O (methyl 5-chloro-2-{[4-({[3-(furan-3-yl)phenyl]carbonyl}amino)butanoyl]amino}benzoate). The yield is 83.9%. RXN SMILES: Cl.[NH2:2][CH2:3][CH2:4][CH2:5][C:6]([NH:8][C:9]1[CH:18]=[CH:17][C:16]([Cl:19])=[CH:15][C:10]=1[C:11]([O:13][CH3:14])=[O:12])=[O:7].[O:20]1[CH:24]=[CH:23][C:22]([C:25]2[CH:26]=[C:27]([CH:31]=[CH:32][CH:33]=2)[C:28](O)=[O:29])=[CH:21]1.Cl.C(N=C=NCCCN(C)C)C.ON1C2C=CC=CC=2N=N1>CN(C)C(=O)C.C(OCC)(=O)C>[Cl:19][C:16]1[CH:17]=[CH:18][C:9]([NH:8][C:6](=[O:7])[CH2:5][CH2:4][CH2:3][NH:2][C:28]([C:27]2[CH:31]=[CH:32][CH:33]=[C:25]([C:22]3[CH:23]=[CH:24][O:20][CH:21]=3)[CH:26]=2)=[O:29])=[C:10]([CH:15]=1)[C:11]([O:13][CH3:14])=[O:12] |f:0.1,3.4|. Procedure: 1.00 g (3.3 mmol) of methyl 2-[(4-aminobutanoyl)amino]-5-chlorobenzoate hydrochloride, 0.61 g (3.3 mmol) of 3-(furan-3-yl)benzoic acid, 0.75 g (3.9 mmol) of 1-ethyl-3-(3-dimethylaminopropyl)carbodiimide hydrochloride, and 0.53 g (3.9 mmol) of 1-hydroxybenzotriazole were stirred in 10 mL of N,N-dimethylacetamide (DMAc) for 2 hours. After the completion of the reaction, ethyl acetate was added, and the mixture was diluted and washed with saturated sodium bicarbonate solution and saturated saline. ... The reactants are CCCC[Sn](Cl)(CCCC)CCCC, C1CCOC1, [Li]CCCC, CS(=O)(=O)c1ncn2ccsc12, CCCCCC, CCOC(C)=O, [Cl-], [NH4+]. Product: CCCC[Sn](CCCC)(CCCC)c1csc2c(S(C)(=O)=O)ncn12. As a reaction SMILES: [CH2:24]([CH2:25][CH2:26][CH3:27])[Sn:28]([CH2:29][CH2:30][CH2:31][CH3:32])([CH2:33][CH2:34][CH2:35][CH3:36])[Cl:37].[CH2:40]1[O:41][CH2:42][CH2:43][CH2:44]1.[CH2:7]([Li:8])[CH2:9][CH2:10][CH3:11].[CH3:12][S:13](=[O:14])(=[O:15])[c:16]1[n:17][cH:18][n:19]2[c:20]1[s:21][cH:22][cH:23]2.[CH3:1][CH2:2][CH2:3][CH2:4][CH2:5][CH3:6].[CH3:45][CH2:46][O:47][C:48](=[O:49])[CH3:50].[Cl-:38].[NH4+:39]>>[CH3:12][S:13](=[O:14])(=[O:15])[c:16]1[n:17][cH:18][n:19]2[c:20]1[s:21][cH:22][c:23]2[Sn:28]([CH2:24][CH2:25][CH2:26][CH3:27])([CH2:29][CH2:30][CH2:31][CH3:32])[CH2:33][CH2:34][CH2:35][CH3:36].